describe an organic reaction: reactants, conditions, products, and yield From a dataset of the Open Reaction Database (ORD), a public repository of structured organic reaction records. The reactants are BrC=1C(=CC2=C(C=3N(C4CC2C4)C(=C(N3)C(=O)N)C(F)(F)F)C1)F (10-bromo-9-fluoro-3-(trifluoromethyl)-6,7-dihydro-5H-5,7-methanobenzo[c]imidazo[1,2-a]azepine-2-carboxamide), CC1=CC(=NO1)[C@@](C)(C#C)O ((2R)-2-(5-methylisoxazol-3-yl)but-3-yn-2-ol). Product: FC1=CC2=C(C=3N(C4CC2C4)C(=C(N3)C(=O)N)C(F)(F)F)C=C1C#C[C@](C)(C1=NOC(=C1)C)O ((R)-9-fluoro-10-(3-hydroxy-3-(5-methylisoxazol-3-yl)but-1-yn-1-yl)-3-(trifluoromethyl)-6,7-dihydro-5H-5,7-methanobenzo[c]imidazo[1,2-a]azepine-2-carboxamide). Yield: 46.0%. RXN SMILES: Br[C:2]1[C:3]([F:24])=[CH:4][C:5]2[CH:11]3[CH2:12][CH:9]([CH2:10]3)[N:8]3[C:13]([C:19]([F:22])([F:21])[F:20])=[C:14]([C:16]([NH2:18])=[O:17])[N:15]=[C:7]3[C:6]=2[CH:23]=1.[CH3:25][C:26]1[O:30][N:29]=[C:28]([C@:31]([OH:35])([C:33]#[CH:34])[CH3:32])[CH:27]=1>>[F:24][C:3]1[C:2]([C:34]#[C:33][C@@:31]([OH:35])([C:28]2[CH:27]=[C:26]([CH3:25])[O:30][N:29]=2)[CH3:32])=[CH:23][C:6]2[C:7]3[N:8]([C:13]([C:19]([F:20])([F:22])[F:21])=[C:14]([C:16]([NH2:18])=[O:17])[N:15]=3)[CH:9]3[CH2:12][CH:11]([C:5]=2[CH:4]=1)[CH2:10]3. Procedure: 10-bromo-9-fluoro-3-(trifluoromethyl)-6,7-dihydro-5H-5,7-methanobenzo[c]imidazo[1,2-a]azepine-2-carboxamide was reacted with (2R)-2-(5-methylisoxazol-3-yl)but-3-yn-2-ol via General Procedure E to afford 38 mg (46%) of (R)-9-fluoro-10-(3-hydroxy-3-(5-methylisoxazol-3-yl)but-1-yn-1-yl)-3-(trifluoromethyl)-6,7-dihydro-5H-5,7-methanobenzo[c]imidazo[1,2-a]azepine-2-carboxamide. The reactants are CN(C)C(=O)Cl, Cl, Cl, Cl, NC1CCC(CCN2CCN(c3nccc4c3CCO4)CC2)CC1. Yields the product CN(C)C(=O)NC1CCC(CCN2CCN(c3nccc4c3CCO4)CC2)CC1. Reaction SMILES: [CH3:28][N:29]([C:30](=[O:31])[Cl:32])[CH3:33].[ClH:1].[ClH:2].[ClH:3].[O:4]1[CH2:5][CH2:6][c:7]2[c:8]([N:13]3[CH2:14][CH2:15][N:16]([CH2:19][CH2:20][CH:21]4[CH2:22][CH2:23][CH:24]([NH2:27])[CH2:25][CH2:26]4)[CH2:17][CH2:18]3)[n:9][cH:10][cH:11][c:12]21>>[O:4]1[CH2:5][CH2:6][c:7]2[c:8]([N:13]3[CH2:14][CH2:15][N:16]([CH2:19][CH2:20][CH:21]4[CH2:22][CH2:23][CH:24]([NH:27][C:30]([N:29]([CH3:28])[CH3:33])=[O:31])[CH2:25][CH2:26]4)[CH2:17][CH2:18]3)[n:9][cH:10][cH:11][c:12]21. Starting materials: Cc1ccccc1, O=C(O)c1cc2cc(F)ccc2n1Cc1cccc(F)c1, O=S(=O)(Cl)Cl. Product: [Cl-], O=C(O)c1cc2cc(F)ccc2n1Cc1cccc(F)c1. As a reaction SMILES: [CH3:27][c:28]1[cH:29][cH:30][cH:31][cH:32][cH:33]1.[F:1][c:2]1[cH:3][c:4]2[cH:5][c:6]([C:19](=[O:20])[OH:21])[n:7]([CH2:11][c:12]3[cH:13][c:14]([F:18])[cH:15][cH:16][cH:17]3)[c:8]2[cH:9][cH:10]1.[S:22]([Cl:23])(=[O:24])([Cl:25])=[O:26]>>[Cl-:25].[F:1][c:2]1[cH:3][c:4]2[cH:5][c:6]([C:19](=[O:20])[OH:21])[n:7]([CH2:11][c:12]3[cH:13][c:14]([F:18])[cH:15][cH:16][cH:17]3)[c:8]2[cH:9][cH:10]1.